This data is from the Open Reaction Database (ORD), a public repository of structured organic reaction records. The task is: describe an organic reaction: reactants, conditions, products, and yield The reactants are BrC=1C=CC2=C(C=C(CCS2(=O)=O)C(=O)NC2=CC=C(C=C2)CN(C2CCOCC2)C)C1 (7-bromo-N-[4-[[N-methyl-N-(tetrahydropyran-4-yl)amino]methyl]phenyl]-1,1-dioxo-2,3-dihydro-1-benzothiepine-4-carboxamide), B(OC1=CC=C(C=C1)OC1CCOCC1)([O-])[O-] (4-(tetrahydropyran-4-yloxy)phenyl borate), C([O-])([O-])=O.[K+].[K+] (potassium carbonate). Reagents/catalysts: C=1C=CC(=CC1)[P](C=2C=CC=CC2)(C=3C=CC=CC3)[Pd]([P](C=4C=CC=CC4)(C=5C=CC=CC5)C=6C=CC=CC6)([P](C=7C=CC=CC7)(C=8C=CC=CC8)C=9C=CC=CC9)[P](C=1C=CC=CC1)(C=1C=CC=CC1)C=1C=CC=CC1 (tetrakistriphenylphosphinepalladium). Solvent: C1(=CC=CC=C1)C.C(C)O.O (toluene ethanol water). Run at time 1 hour. The product is CN(C1CCOCC1)CC1=CC=C(C=C1)NC(=O)C=1CCS(C2=C(C1)C=C(C=C2)C2=CC=C(C=C2)OC2CCOCC2)(=O)=O (N-[4-[[N-methyl-N-(tetrahydropyran-4-yl)amino]methyl]phenyl]-7-[4-(tetrahydropyran-4-yloxy)phenyl]-1,1-dioxo-2,3-dihydro-1-benzothiepine-4-carboxamide). The yield is 76.9%. Reaction SMILES: Br[C:2]1[CH:3]=[CH:4][C:5]2[S:11](=[O:13])(=[O:12])[CH2:10][CH2:9][C:8]([C:14]([NH:16][C:17]3[CH:22]=[CH:21][C:20]([CH2:23][N:24]([CH3:31])[CH:25]4[CH2:30][CH2:29][O:28][CH2:27][CH2:26]4)=[CH:19][CH:18]=3)=[O:15])=[CH:7][C:6]=2[CH:32]=1.B([O-])([O-])O[C:35]1[CH:40]=[CH:39][C:38]([O:41][CH:42]2[CH2:47][CH2:46][O:45][CH2:44][CH2:43]2)=[CH:37][CH:36]=1.C(=O)([O-])[O-].[K+].[K+]>C1(C)C=CC=CC=1.C(O)C.O.C1C=CC([P]([Pd]([P](C2C=CC=CC=2)(C2C=CC=CC=2)C2C=CC=CC=2)([P](C2C=CC=CC=2)(C2C=CC=CC=2)C2C=CC=CC=2)[P](C2C=CC=CC=2)(C2C=CC=CC=2)C2C=CC=CC=2)(C2C=CC=CC=2)C2C=CC=CC=2)=CC=1>[CH3:31][N:24]([CH2:23][C:20]1[CH:21]=[CH:22][C:17]([NH:16][C:14]([C:8]2[CH2:9][CH2:10][S:11](=[O:13])(=[O:12])[C:5]3[CH:4]=[CH:3][C:2]([C:35]4[CH:40]=[CH:39][C:38]([O:41][CH:42]5[CH2:43][CH2:44][O:45][CH2:46][CH2:47]5)=[CH:37][CH:36]=4)=[CH:32][C:6]=3[CH:7]=2)=[O:15])=[CH:18][CH:19]=1)[CH:25]1[CH2:30][CH2:29][O:28][CH2:27][CH2:26]1 |f:2.3.4,5.6.7,^1:70,72,91,110|. Procedure: Under argon atmosphere, a mixture of 7-bromo-N-[4-[[N-methyl-N-(tetrahydropyran-4-yl)amino]methyl]phenyl]-1,1-dioxo-2,3-dihydro-1-benzothiepine-4-carboxamide (300 mg), 4-(tetrahydropyran-4-yloxy)phenyl borate (141 mg) and potassium carbonate (160 mg) in toluene/ethanol/water (10/1/1 ml) was stirred at room temperature for 1 hour. To the mixture was added tetrakistriphenylphosphinepalladium (33 mg), and the mixture was refluxed for 6 hours, cooled, extracted with ethyl acetate, washed with satura... The reactants are ClC=1C(=NC(=NC1)NC1=CC(=C(C=C1C)C1CCC(CC1)=O)C)NC1=NNC(=C1)C (4-(4-(5-chloro-4-(5-methyl-1H-pyrazol-3-ylamino)pyrimidin-2-ylamino)-2,5-dimethylphenyl)cyclohexanone), CC(=O)[O-].[Na+] (NaOAc), NO.Cl (NH2OH HCl). Run in CO (MeOH). Conditions: temperature 70 celsius, time 2 hour. Yields the product ClC=1C(=NC(=NC1)NC1=CC(=C(C=C1C)C1CCC(CC1)=NO)C)NC1=NNC(=C1)C (4-(4-(5-chloro-4-(5-methyl-1H-pyrazol-3-ylamino)pyrimidin-2-ylamino)-2,5-dimethylphenyl)-cyclohexanone oxime). Reaction SMILES: [Cl:1][C:2]1[C:3]([NH:24][C:25]2[CH:29]=[C:28]([CH3:30])[NH:27][N:26]=2)=[N:4][C:5]([NH:8][C:9]2[C:14]([CH3:15])=[CH:13][C:12]([CH:16]3[CH2:21][CH2:20][C:19](=O)[CH2:18][CH2:17]3)=[C:11]([CH3:23])[CH:10]=2)=[N:6][CH:7]=1.CC([O-])=O.[Na+].[NH2:36][OH:37].Cl>CO>[Cl:1][C:2]1[C:3]([NH:24][C:25]2[CH:29]=[C:28]([CH3:30])[NH:27][N:26]=2)=[N:4][C:5]([NH:8][C:9]2[C:14]([CH3:15])=[CH:13][C:12]([CH:16]3[CH2:21][CH2:20][C:19](=[N:36][OH:37])[CH2:18][CH2:17]3)=[C:11]([CH3:23])[CH:10]=2)=[N:6][CH:7]=1 |f:1.2,3.4|. Procedure details: To a solution of 4-(4-(5-chloro-4-(5-methyl-1H-pyrazol-3-ylamino)pyrimidin-2-ylamino)-2,5-dimethylphenyl)cyclohexanone (15 mg, 0.033 mmol) in MeOH (0.5 mL) was added NaOAc (6 mg, 0.073 mmol) and NH2OH HCl (5 mg, 0.073 mmol). The resulting mixture was stirred at 70° C. for 2 h. and then cooled down to room temperature. The mixture was purified directly by preparative RP-HPLC to provide 4-(4-(5-chloro-4-(5-methyl-1H-pyrazol-3-ylamino)pyrimidin-2-ylamino)-2,5-dimethylphenyl)-cyclohexanone oxime; ES... The reactants are ( 3 ), C1CN2CCN1CC2 (triethylene diamine), B([O-])([O-])[O-].[Na+].[Na+].[Na+] (sodium borate), P(OCC)(OCC)(Cl)=S (O,O-Diethyl phosphorochloridothioate), ClC=1C(=NC(=C(C1)Cl)Cl)C(=O)[O-].[Na+] (sodium 3,5,6-trichloro-2-pyridinate), [OH-].[Na+] (NaOH), ( 2 ), ( 4 ). The reagents and catalysts are [Cl-].C(C1=CC=CC=C1)[N+](CC)(CC)CC (benzyltriethylammonium chloride). Run in O (water), C(Cl)Cl (methylene chloride). Run at temperature 42 celsius. Product: CCOP(=S)(OCC)OC1=NC(=C(C=C1Cl)Cl)Cl (O,O-Diethyl O-3,5,6-Trichloro-2-Pyridyl Phosphorothioate). Yield: 97.0%. Reaction SMILES: [P:1](=[S:9])(Cl)([O:5][CH2:6][CH3:7])[O:2][CH2:3][CH3:4].[Cl:10][C:11]1[C:12](C([O-])=O)=[N:13][C:14]([Cl:18])=[C:15]([Cl:17])[CH:16]=1.[Na+].C1N2CCN(CC2)C1.[OH-].[Na+].B([O-])([O-])[O-:34].[Na+].[Na+].[Na+]>[Cl-].C([N+](CC)(CC)CC)C1C=CC=CC=1.O.C(Cl)Cl>[CH3:4][CH2:3][O:2][P:1]([O:34][C:12]1[C:11]([Cl:10])=[CH:16][C:15]([Cl:17])=[C:14]([Cl:18])[N:13]=1)([O:5][CH2:6][CH3:7])=[S:9] |f:1.2,4.5,6.7.8.9,10.11|. Procedure details: O,O-Diethyl phosphorochloridothioate (11.3 g., 0.06 mole) was added dropwise to a stirred mixture of (1) sodium 3,5,6-trichloro-2-pyridinate (13.2 g., .06 mole) in 30 ml. of methylene chloride and 74 ml. of water, (2) 1 mole percent triethylene diamine, (3) 1 mole percent benzyltriethylammonium chloride and (4) a pH buffer consisting of NaOH and sodium borate. The stirred reaction mixture was maintained at 42° C. for 1.5 hours, cooled to room temperature, and the organic phase separated from the...